Dataset: the Open Reaction Database (ORD), a public repository of structured organic reaction records. Task: describe an organic reaction: reactants, conditions, products, and yield Yields the product ClC1=CC=C(C=C1)C=1C=C(C(=NC1)C#CC1=CC=C(C=C1)OCCN1CCC(CC1)C)N (5-(4-chlorophenyl)-2-{4-[2-(4-methylpiperidin-1-yl)ethoxy]phenylethynyl}pyridin-3-ylamine). Starting materials: ClC1=CC=C(C=C1)C=1C=C(C(=NC1)C#C)N (5-(4-chlorophenyl)-2-ethynylpyridin-3-ylamine), IC1=CC=C(OCCN2CCC(CC2)C)C=C1 (1-[2-(4-iodophenoxy)ethyl]-4-methylpiperidine). Procedure: The product was prepared analogously to Example 7.1e starting from 5-(4-chlorophenyl)-2-ethynylpyridin-3-ylamine and 1-[2-(4-iodophenoxy)ethyl]-4-methylpiperidine. Yield: 0.63 (75% of theoretical); C27H28ClN3O (M=445.984); calc.: molpeak (M+H)+: 446/448 (Cl); found: molpeak (M+H)+: 446/448 (Cl); HPLC-MS: 5.05 minutes (method D). Reaction SMILES: [Cl:1][C:2]1[CH:7]=[CH:6][C:5]([C:8]2[CH:9]=[C:10]([NH2:16])[C:11]([C:14]#[CH:15])=[N:12][CH:13]=2)=[CH:4][CH:3]=1.I[C:18]1[CH:33]=[CH:32][C:21]([O:22][CH2:23][CH2:24][N:25]2[CH2:30][CH2:29][CH:28]([CH3:31])[CH2:27][CH2:26]2)=[CH:20][CH:19]=1>>[Cl:1][C:2]1[CH:7]=[CH:6][C:5]([C:8]2[CH:9]=[C:10]([NH2:16])[C:11]([C:14]#[C:15][C:18]3[CH:19]=[CH:20][C:21]([O:22][CH2:23][CH2:24][N:25]4[CH2:26][CH2:27][CH:28]([CH3:31])[CH2:29][CH2:30]4)=[CH:32][CH:33]=3)=[N:12][CH:13]=2)=[CH:4][CH:3]=1. The reactants are CS(C)=O, Clc1ccc(CBr)cc1, [K+], [OH-], O, CC(C)C(C)(C)C(=O)Cn1cncn1. Product: CC(C)C(C)(C)C(=O)C(Cc1ccc(Cl)cc1)n1cncn1. As a reaction SMILES: [CH3:26][S:27]([CH3:28])=[O:29].[Cl:17][c:18]1[cH:19][cH:20][c:21]([CH2:22][Br:23])[cH:24][cH:25]1.[K+:16].[OH-:15].[OH2:30].[n:1]1([CH2:6][C:7]([C:8]([CH:9]([CH3:10])[CH3:11])([CH3:12])[CH3:13])=[O:14])[n:2][cH:3][n:4][cH:5]1>>[n:1]1([CH:6]([C:7]([C:8]([CH:9]([CH3:10])[CH3:11])([CH3:12])[CH3:13])=[O:14])[CH2:22][c:21]2[cH:20][cH:19][c:18]([Cl:17])[cH:25][cH:24]2)[n:2][cH:3][n:4][cH:5]1. Yield: 53.7%. As a reaction SMILES: Cl[C:2]1[N:7]=[C:6]([C:8]2[C:9]([C:18]3[CH:19]=[C:20]([NH:24][C:25](=[O:32])[CH2:26][C:27]4[S:28][CH:29]=[CH:30][CH:31]=4)[CH:21]=[CH:22][CH:23]=3)=[N:10][N:11]3[CH:16]=[C:15]([CH3:17])[CH:14]=[CH:13][C:12]=23)[CH:5]=[CH:4][N:3]=1.[N:33]1([CH2:38][C:39]2[CH:40]=[C:41]([NH2:45])[CH:42]=[CH:43][CH:44]=2)[CH2:37][CH2:36][CH2:35][CH2:34]1.Cl>O1CCOCC1.CC(O)C>[CH3:17][C:15]1[CH:14]=[CH:13][C:12]2[N:11]([N:10]=[C:9]([C:18]3[CH:19]=[C:20]([NH:24][C:25](=[O:32])[CH2:26][C:27]4[S:28][CH:29]=[CH:30][CH:31]=4)[CH:21]=[CH:22][CH:23]=3)[C:8]=2[C:6]2[CH:5]=[CH:4][N:3]=[C:2]([NH:45][C:41]3[CH:42]=[CH:43][CH:44]=[C:39]([CH2:38][N:33]4[CH2:34][CH2:35][CH2:36][CH2:37]4)[CH:40]=3)[N:7]=2)[CH:16]=1. The product is CC=1C=CC=2N(C1)N=C(C2C2=NC(=NC=C2)NC2=CC(=CC=C2)CN2CCCC2)C=2C=C(C=CC2)NC(CC=2SC=CC2)=O (N-{3-[6-methyl-3-(2-{[3-(1-pyrrolidinylmethyl)phenyl]amino}-4-pyrimidinyl)pyrazolo[1,5-a]pyridin-2-yl]phenyl}-2-(2-thienyl)acetamide). Procedure: N-{3-[3-(2-chloro-4-pyrimidinyl)-6-methylpyrazolo[1,5-a]pyridin-2-yl]phenyl}-2-(2-thienyl)acetamide (100 mg, 0.22 mml), [3-(1-pyrrolidinylmethyl)phenyl]amine (46 mg, 0.26 mmol), and 4N HCl in dioxane (0.10 mL) were combined in i-PrOH (3 mL) in a procedure analogous to Example 67, Step B to afford the title compound as a yellow solid (70 mg, 53%). 1H NMR (300 MHz, DMSO-d6) δ 10.40 (s, 1H), 9.55 (s, 1H), 8.71 (s, 1H), 8.47 (d, J=9.8 Hz, 1H), 8.26 (d, J=5.3 Hz, 1H), 7.91 (s, 1H), 7.78 (d, J=7.7 Hz,... Run in O1CCOCC1 (dioxane), CC(C)O (i-PrOH). The reactants are ClC1=NC=CC(=N1)C=1C(=NN2C1C=CC(=C2)C)C=2C=C(C=CC2)NC(CC=2SC=CC2)=O (N-{3-[3-(2-chloro-4-pyrimidinyl)-6-methylpyrazolo[1,5-a]pyridin-2-yl]phenyl}-2-(2-thienyl)acetamide), N1(CCCC1)CC=1C=C(C=CC1)N ([3-(1-pyrrolidinylmethyl)phenyl]amine), Cl (HCl).